From a dataset of the Open Reaction Database (ORD), a public repository of structured organic reaction records. describe an organic reaction: reactants, conditions, products, and yield Procedure: The resulting acetylene compound (116 mg) was dissolved in 1 ml of chloroform, and 0.1 ml of phosphorus tribromide was added. The mixture was stirred at room temperature for 1 hour. Water and chloroform were added to the reaction mixture. The organic layer was separated, washed with a saturated aqueous solution of sodium hydrogen carbonate and water, and then dried over anhydrous sodium sulfate. The desiccant was removed by filtration, and the filtrate was evaporated under reduced pressure to gi... Starting materials: P(Br)(Br)Br (phosphorus tribromide), C1(=CC=CC=C1)C#CC=1C=C(CO)C=CC1 (3-(2-phenylethynyl)benzyl alcohol), O (Water). Run in C(Cl)(Cl)Cl (chloroform), C(Cl)(Cl)Cl (chloroform). Conditions: time 1 hour. Isolated yield 99.0%. Yields the product C1(=CC=CC=C1)C#CC=1C=C(CBr)C=CC1 (3-(2-phenylethynyl)benzyl bromide). As a reaction SMILES: [C:1]1([C:7]#[C:8][C:9]2[CH:10]=[C:11]([CH:14]=[CH:15][CH:16]=2)[CH2:12]O)[CH:6]=[CH:5][CH:4]=[CH:3][CH:2]=1.P(Br)(Br)[Br:18].O>C(Cl)(Cl)Cl>[C:1]1([C:7]#[C:8][C:9]2[CH:10]=[C:11]([CH:14]=[CH:15][CH:16]=2)[CH2:12][Br:18])[CH:6]=[CH:5][CH:4]=[CH:3][CH:2]=1. The reactants are mixture, OO (hydrogen peroxide), CCN1/C(=N/N=C/2\SC3=C(N2CC)C=CC(=C3)S(=O)(=O)[O-])/SC4=C1C=CC(=C4)S(=O)(=O)[O-].[NH4+].[NH4+] (ABTS), P(=O)([O-])([O-])[O-] (phosphate). Product: N(N=C1SC2=C(N1CC)C=CC(=C2)S(=O)(=O)O)=C2SC1=C(N2CC)C=CC(=C1)S(=O)(=O)O (2,2′-azino-bis(3-ethylbenzthiazoline-6-sulfonic acid)). Reaction SMILES: [CH3:1][CH2:2][N:3]1[C:24]2[CH:25]=[CH:26][C:27]([S:29]([O-:32])(=[O:31])=[O:30])=[CH:28][C:23]=2[S:22]/[C:4]/1=[N:5]\[N:6]=[C:7]1/[S:8][C:9]2[CH:17]=[C:16]([S:18]([O-:21])(=[O:20])=[O:19])[CH:15]=[CH:14][C:10]=2[N:11]/1[CH2:12][CH3:13].[NH4+].[NH4+].P([O-])([O-])([O-])=O.OO>>[N:5](=[C:4]1[N:3]([CH2:2][CH3:1])[C:24]2[CH:25]=[CH:26][C:27]([S:29]([OH:32])(=[O:31])=[O:30])=[CH:28][C:23]=2[S:22]1)[N:6]=[C:7]1[N:11]([CH2:12][CH3:13])[C:10]2[CH:14]=[CH:15][C:16]([S:18]([OH:21])(=[O:20])=[O:19])=[CH:17][C:9]=2[S:8]1 |f:0.1.2|. Procedure: The reaction mixture (0.2 ml) contained 1.0 mM ABTS, buffer (50 mM phosphate buffer pH 7 or 50 mM Britton-Robinson buffer pH 4), 20 μl peroxygenase fermentation supernatant (see Example 1) and 0.5 mM hydrogen peroxide.